Task: describe an organic reaction: reactants, conditions, products, and yield. Dataset: the Open Reaction Database (ORD), a public repository of structured organic reaction records Starting materials: CS(=O)(=O)OC(CNC(=O)OC(C)(C)C)CNC(=O)OC(C)(C)C (2-[(tert-butoxycarbonyl)amino]-1-{[(tert-butoxycarbonyl)amino]methyl}ethyl methanesulfonate), [K].C1(C=2C(C(N1)=O)=CC=CC2)=O (phthalimide potassium salt). Solvent: O (water). Reaction conditions: temperature 75 celsius, time 8 hour. The product is O=C1N(C(C2=CC=CC=C12)=O)C(CNC(OC(C)(C)C)=O)CNC(OC(C)(C)C)=O (di-tert-butyl [2-(1,3-dioxo-1,3-dihydro-2H-isoindol-2-yl)-1,3-propanediyl]biscarbamate). Yield: 73.8%. Reaction SMILES: CS(O[CH:6]([CH2:16][NH:17][C:18]([O:20][C:21]([CH3:24])([CH3:23])[CH3:22])=[O:19])[CH2:7][NH:8][C:9]([O:11][C:12]([CH3:15])([CH3:14])[CH3:13])=[O:10])(=O)=O.[K].[C:26]1(=[O:36])[NH:30][C:29](=[O:31])[C:28]2=[CH:32][CH:33]=[CH:34][CH:35]=[C:27]12>O>[O:31]=[C:29]1[C:28]2[C:27](=[CH:35][CH:34]=[CH:33][CH:32]=2)[C:26](=[O:36])[N:30]1[CH:6]([CH2:16][NH:17][C:18](=[O:19])[O:20][C:21]([CH3:24])([CH3:23])[CH3:22])[CH2:7][NH:8][C:9](=[O:10])[O:11][C:12]([CH3:15])([CH3:14])[CH3:13] |f:1.2,^1:24|. Reported procedure: To a solution of 2-[(tert-butoxycarbonyl)amino]-1-{[(tert-butoxycarbonyl)amino]methyl}ethyl methanesulfonate (200 g) was added phthalimide potassium salt (101 g), and the mixture was stirred overnight at 75° C. To the reaction mixture was added water (6 L), and the mixture was extracted with ethyl acetate (6 L). The organic layer was washed with water (1.5 L×3) and brine, and dried over anhydrous magnesium sulfate. Concentration under reduced pressure gave a residue, which was triturated with he... Starting materials: C(C)#N (acetonitrile), C12C(CC3=CC=CC=C13)O2 (Indene oxide), O (Water), CS(=O)(=O)O (Methanesulfonic acid). Run in C(Cl)Cl (methylene chloride). Reaction conditions: temperature -20 celsius. Product: N[C@H]1[C@H](CC2=CC=CC=C12)O (cis 1-amino-2-indanol). As a reaction SMILES: [CH:1]12[O:10][CH:2]1[CH2:3][C:4]1[C:9]2=[CH:8][CH:7]=[CH:6][CH:5]=1.CS(O)(=O)=O.O.C(#[N:19])C>C(Cl)Cl>[NH2:19][C@@H:1]1[C:9]2[C:4](=[CH:5][CH:6]=[CH:7][CH:8]=2)[CH2:3][C@@H:2]1[OH:10]. Procedure details: Indene oxide (117 g) diluted to a total volume of 600 mL in methylene chloride was diluted with acetonitrile (600 mL) and cooled to -20° C. Methanesulfonic acid (114 mL) was then added. The mixture was warmed to 25° C. and aged for 2 h. Water (600 mL) was added and the mixture heated at 45° C. for 5 h. The organic phase was separated and the aqueous phase further heated at reflux for 4 h with concentration to approximately 200 g/L. The solution was adjusted to pH 12.5 with 50% aqueous sodium hyd... Reactants: ClC(C(=O)Cl)(Cl)Cl (trichloroacetyl chloride), C([O-])([O-])=O.[Na+].[Na+] (sodium carbonate), N1C=CC=C1 (pyrrole). Solvent: O (water), CCOCC (ether), CCOCC (ether), CCOCC (ether). Conditions: time 1 hour. The product is ClC(C(=O)C=1NC=CC1)(Cl)Cl (2-trichloroacetylpyrrole). The yield is 91.6%. As a reaction SMILES: [Cl:1][C:2]([Cl:7])([Cl:6])[C:3](Cl)=[O:4].[NH:8]1[CH:12]=[CH:11][CH:10]=[CH:9]1.C(=O)([O-])[O-].[Na+].[Na+]>CCOCC.O>[Cl:1][C:2]([Cl:7])([Cl:6])[C:3]([C:9]1[NH:8][CH:12]=[CH:11][CH:10]=1)=[O:4] |f:2.3.4|. Reported procedure: To trichloroacetyl chloride (48 mL; 0.43 mol) taken in anhydrous ether (150 mL) under nitrogen was added pyrrole (25 g, 0.37 mol) dissolved in anhydrous ether (500 mL) through a dropping funnel over a 2-hour period. The violet ether solution began to reflux during addition. Refluxing was continued for 1 h before the reaction was quenched with a solution of sodium carbonate (33 g, 0.31 mol) in water (200 mL). The layers were separated and the red organic layer was washed four times with water (4×... Reactants: NC1=CC=CC(=N1)C1CCC(CC1)N1CC(C1)NC(=O)CNC(C1=CC(=CC=C1)C(F)(F)F)=O (N-({1-[4-(6-amino-pyridin-2-yl)-cyclohexyl]-azetidin-3-ylcarbamoyl}-methyl)-3-trifluoromethyl-benzamide), [H-].[Na+] (NaH), CO (MeOH), BrC#N (BrCN). Solvent: CN(C)C=O (DMF). Conditions: time 20 minute. Yields the product C(#N)NC1=CC=CC(=N1)C1CCC(CC1)N1CC(C1)NC(=O)CNC(C1=CC(=CC=C1)C(F)(F)F)=O (N-({1-[4-(6-Cyanoamino-pyridin-2-yl)-cyclohexyl]-azetidin-3-ylcarbamoyl}-methyl)-3-trifluoromethyl-benzamide). RXN SMILES: [NH2:1][C:2]1[N:7]=[C:6]([CH:8]2[CH2:13][CH2:12][CH:11]([N:14]3[CH2:17][CH:16]([NH:18][C:19]([CH2:21][NH:22][C:23](=[O:34])[C:24]4[CH:29]=[CH:28][CH:27]=[C:26]([C:30]([F:33])([F:32])[F:31])[CH:25]=4)=[O:20])[CH2:15]3)[CH2:10][CH2:9]2)[CH:5]=[CH:4][CH:3]=1.[H-].[Na+].Br[C:38]#[N:39].CO>CN(C=O)C>[C:38]([NH:1][C:2]1[N:7]=[C:6]([CH:8]2[CH2:9][CH2:10][CH:11]([N:14]3[CH2:17][CH:16]([NH:18][C:19]([CH2:21][NH:22][C:23](=[O:34])[C:24]4[CH:29]=[CH:28][CH:27]=[C:26]([C:30]([F:32])([F:33])[F:31])[CH:25]=4)=[O:20])[CH2:15]3)[CH2:12][CH2:13]2)[CH:5]=[CH:4][CH:3]=1)#[N:39] |f:1.2|. Procedure details: A solution of N-({1-[4-(6-amino-pyridin-2-yl)-cyclohexyl]-azetidin-3-ylcarbamoyl}-methyl)-3-trifluoromethyl-benzamide (120 mg, 0.25 mmol) in DMF (2 mL) was treated with NaH (95%, 10 mg, 0.40 mmol) at 0° C. The reaction was stirred for 20 min. and BrCN (Aldrich, 32 mg, 0.30 mmol) was slowly added. The reaction was warmed to room temperature over 2 hours. MeOH (˜0.2 mL) was added to quenched extra NaH. The reaction solution was partitioned between DCM and water. The aqueous layer was extracted wit...